This data is from the Open Reaction Database (ORD), a public repository of structured organic reaction records. The task is: describe an organic reaction: reactants, conditions, products, and yield Starting materials: C(C)(C)(C)OC(N[C@@H](CCC1=CC=CC=C1)C(N(C)C)=O)=O ((S)-(1-Dimethylcarbamoyl-3-phenyl-propyl)-carbamic acid tert-butyl ester), Cl.O1CCOCC1 (HCl dioxane), ( 60/40 ). Run at temperature 25 celsius, time 1.5 hour. Product: Cl.N[C@H](C(=O)N(C)C)CCC1=CC=CC=C1 ((S)-2-Amino-N,N-dimethyl-4-phenyl-butyramide hydrochloride). Reaction SMILES: C(OC(=O)[NH:7][C@H:8]([C:17](=[O:21])[N:18]([CH3:20])[CH3:19])[CH2:9][CH2:10][C:11]1[CH:16]=[CH:15][CH:14]=[CH:13][CH:12]=1)(C)(C)C.[ClH:23].O1CCOCC1>>[ClH:23].[NH2:7][C@@H:8]([CH2:9][CH2:10][C:11]1[CH:12]=[CH:13][CH:14]=[CH:15][CH:16]=1)[C:17]([N:18]([CH3:19])[CH3:20])=[O:21] |f:1.2,3.4|. Procedure details: (S)-(1-Dimethylcarbamoyl-3-phenyl-propyl)-carbamic acid tert-butyl ester (235 mg, 0.8 mmol) was dissolved in 4 M HCl-dioxane (2 mL) at 0° C. The mixture was stirred at 25° C. for 1.5 hours, concentrated and the residue triturated with ether. Yield, 187 mg, 100%; HPLC (60/40) 2.31 minutes (99%). Starting materials: S(=S)(=O)([O-])[O-].[Na+].[Na+] (sodium thiosulfate), NC(CCCN1C(=NC=C1)CSC1=CC=C(C=C1)NC(=O)C=1CCN(C2=C(C1)C=C(C=C2)C2=CC=C(C=C2)OCCOCCCC)CC(C)C)=O (N-[4-[[[1-(4-amino-4-oxobutyl)-1H-imidazol-2-yl]methyl]thio]phenyl]-7-[4-(2-butoxyethoxy)phenyl]-1-isobutyl-2,3-dihydro-1H-1-benzazepine-4-carboxamide), ClC1=CC(=CC=C1)C(=O)OO (3-chloroperbenzoic acid). Run in ClCCl (dichloromethane), ClCCl (dichloromethane). Reaction conditions: temperature -78 celsius, time 1 hour. The product is NC(CCCN1C(=NC=C1)CS(=O)C1=CC=C(C=C1)NC(=O)C=1CCN(C2=C(C1)C=C(C=C2)C2=CC=C(C=C2)OCCOCCCC)CC(C)C)=O (N-[4-[[[1-(4-amino-4-oxobutyl)-1H-imidazol-2-yl]methyl]sulfinyl]phenyl]-7-[4-(2-butoxyethoxy)phenyl]-1-isobutyl-2,3-dihydro-1H-1-benzazepine-4-carboxamide). Isolated yield 72.6%. RXN SMILES: [NH2:1][C:2](=[O:51])[CH2:3][CH2:4][CH2:5][N:6]1[CH:10]=[CH:9][N:8]=[C:7]1[CH2:11][S:12][C:13]1[CH:18]=[CH:17][C:16]([NH:19][C:20]([C:22]2[CH2:23][CH2:24][N:25]([CH2:47][CH:48]([CH3:50])[CH3:49])[C:26]3[CH:32]=[CH:31][C:30]([C:33]4[CH:38]=[CH:37][C:36]([O:39][CH2:40][CH2:41][O:42][CH2:43][CH2:44][CH2:45][CH3:46])=[CH:35][CH:34]=4)=[CH:29][C:27]=3[CH:28]=2)=[O:21])=[CH:15][CH:14]=1.ClC1C=CC=C(C(OO)=[O:60])C=1.S([O-])([O-])(=O)=S.[Na+].[Na+]>ClCCl>[NH2:1][C:2](=[O:51])[CH2:3][CH2:4][CH2:5][N:6]1[CH:10]=[CH:9][N:8]=[C:7]1[CH2:11][S:12]([C:13]1[CH:18]=[CH:17][C:16]([NH:19][C:20]([C:22]2[CH2:23][CH2:24][N:25]([CH2:47][CH:48]([CH3:50])[CH3:49])[C:26]3[CH:32]=[CH:31][C:30]([C:33]4[CH:38]=[CH:37][C:36]([O:39][CH2:40][CH2:41][O:42][CH2:43][CH2:44][CH2:45][CH3:46])=[CH:35][CH:34]=4)=[CH:29][C:27]=3[CH:28]=2)=[O:21])=[CH:15][CH:14]=1)=[O:60] |f:2.3.4|. Procedure: To a solution of N-[4-[[[1-(4-amino-4-oxobutyl)-1H-imidazol-2-yl]methyl]thio]phenyl]-7-[4-(2-butoxyethoxy)phenyl]-1-isobutyl-2,3-dihydro-1H-1-benzazepine-4-carboxamide (350 mg) in dichloromethane (30 ml) was added dropwise a solution of 3-chloroperbenzoic acid (70%, 0.18 g) in dichloromethane (10 ml) at −78° C. The mixture was stirred for 1 hour at −78° C., an aqueous solution of sodium thiosulfate was added to the mixture, and the mixture was stirred at room temperature for 10 minutes. The mixt... The reactants are S(=O)(Cl)Cl (Thionyl chloride), C1(=CC=CC=C1)C(C(=O)O)CC (2-phenylbutyric acid), CN(C)C=O (DMF). Run in C(Cl)Cl (CH2Cl2). Run at time 8 hour. Product: C1(=CC=CC=C1)C(C(=O)Cl)CC (2-phenylbutyryl chloride). The yield is 67.9%. Reaction SMILES: S(Cl)([Cl:3])=O.[C:5]1([CH:11]([CH2:15][CH3:16])[C:12](O)=[O:13])[CH:10]=[CH:9][CH:8]=[CH:7][CH:6]=1.CN(C=O)C>C(Cl)Cl>[C:5]1([CH:11]([CH2:15][CH3:16])[C:12]([Cl:3])=[O:13])[CH:10]=[CH:9][CH:8]=[CH:7][CH:6]=1. Procedure details: Thionyl chloride (0.12 mol) in 60 mL of CH2Cl2 was added to a stirred solution of 2-phenylbutyric acid (16.4 g, 0.10 mol). A catalytic amount of DMF was added and the reaction was allowed to continue overnight at room temperature. The volatiles were removed under vacuum and the residual liquid was vacuum distilled to yield 12.4 g (68%) of 2-phenylbutyryl chloride. IR (neat) 1798 cm-1 (C=O).